Dataset: the Open Reaction Database (ORD), a public repository of structured organic reaction records. Task: describe an organic reaction: reactants, conditions, products, and yield The reactants are C1(=CC=CC=C1)[Mg]Cl (phenyl magnesium chloride), C(\C=C\CC)(=O)N1C(OC[C@@H]1C1=CC=CC=C1)=O ((S)-3-((E)-pent-2-enoyl)-4-phenyl-oxazolidin-2-one). The solvent is O1CCCC1 (tetrahydrofuran), O1CCCC1 (tetrahydrofuran). Conditions: temperature -10 celsius, time 1 hour. The product is C1(=CC=CC=C1)[C@@H]1N(C(OC1)=O)C(C[C@@H](CC)C1=CC=CC=C1)=O ((S)-4-phenyl-3-((R)-3-phenyl-pentanoyl)-oxazolidin-2-one). As a reaction SMILES: [C:1]1([Mg]Cl)[CH:6]=[CH:5][CH:4]=[CH:3][CH:2]=1.[C:9]([N:15]1[C@@H:19]([C:20]2[CH:25]=[CH:24][CH:23]=[CH:22][CH:21]=2)[CH2:18][O:17][C:16]1=[O:26])(=[O:14])/[CH:10]=[CH:11]/[CH2:12][CH3:13]>O1CCCC1>[C:20]1([C@H:19]2[CH2:18][O:17][C:16](=[O:26])[N:15]2[C:9](=[O:14])[CH2:10][C@H:11]([C:1]2[CH:6]=[CH:5][CH:4]=[CH:3][CH:2]=2)[CH2:12][CH3:13])[CH:21]=[CH:22][CH:23]=[CH:24][CH:25]=1. Procedure details: To a suspension of copper (I) bromide dimethyl sulfide complex (12.4 g, 60.6 mmol) in dry tetrahydrofuran (150 mL) at −10° C. was added phenyl magnesium chloride solution (30.3 mL, 60.6 mmol, 2 M in tetrahydrofuran). The reaction mixture was stirred at −10° C. for 1 hour, then a solution of (S)-3-((E)-pent-2-enoyl)-4-phenyl-oxazolidin-2-one (9.9 g, 40.4 mmol) in tetrahydrofuran (100 mL) was added dropwise via cannula. The reaction mixture was stirred at −10° C. for 0.5 hours, then at room temper...